From a dataset of the Open Reaction Database (ORD), a public repository of structured organic reaction records. describe an organic reaction: reactants, conditions, products, and yield Reactants: N(=O)[O-].[Na+] (NaNO2), NC=1C=C(C=CC1)O (3-aminophenol), [N-]=[N+]=[N-].[Na+] (sodium azide). Run in Cl (HCl). Conditions: time 30 minute. Yields the product N(=[N+]=[N-])C=1C=C(C=CC1)O (3-Azidophenol). The yield is 74.3%. Reaction SMILES: N([O-])=O.[Na+].[NH2:5][C:6]1[CH:7]=[C:8]([OH:12])[CH:9]=[CH:10][CH:11]=1.[N-:13]=[N+:14]=[N-].[Na+]>Cl>[N:5]([C:6]1[CH:7]=[C:8]([OH:12])[CH:9]=[CH:10][CH:11]=1)=[N+:13]=[N-:14] |f:0.1,3.4|. Procedure details: An aqueous solution (15 mL) of NaNO2 (3.79 g, 54.98 mmol) was added dropwise to 3-aminophenol (5.0 g, 45 mmol) in 2 N HCl (100 mL) at 0-5° C. The solution was stirred for 30 minutes, followed by addition of an aqueous solution of sodium azide (4.5 g, 69 mmol, in 35 mL water). The mixture was stirred at room temperature for 24 h, and extracted with 300 mL of ethyl acetate. The combined organic layer was washed with water, and dried over MgSO4. Solvents were removed by rotary evaporation, and the ... The reactants are COc1ccc(CN2CCNCC2)cc1, [Cl-], CC(Oc1ccccc1)C(=O)O. Yields the product COc1ccc(CN2CCN(C(=O)C(C)Oc3ccccc3)CC2)cc1. RXN SMILES: [CH3:14][O:15][c:16]1[cH:17][cH:18][c:19]([CH2:20][N:21]2[CH2:22][CH2:23][NH:24][CH2:25][CH2:26]2)[cH:27][cH:28]1.[Cl-:1].[O:2]([c:3]1[cH:4][cH:5][cH:6][cH:7][cH:8]1)[CH:9]([C:10](=[O:11])[OH:12])[CH3:13]>>[O:2]([c:3]1[cH:4][cH:5][cH:6][cH:7][cH:8]1)[CH:9]([C:10](=[O:12])[N:24]1[CH2:23][CH2:22][N:21]([CH2:20][c:19]2[cH:18][cH:17][c:16]([O:15][CH3:14])[cH:28][cH:27]2)[CH2:26][CH2:25]1)[CH3:13].